From a dataset of the Open Reaction Database (ORD), a public repository of structured organic reaction records. describe an organic reaction: reactants, conditions, products, and yield Reactants: ClCCC1CCC2=C(C(=NO2)C2=C(C=CC=C2)F)C1=O (5-(2-chloroethyl)-3-(2-fluorophenyl)-6,7-dihydro-1,2-benzisoxazol-4(5H)-one), C([O-])([O-])=O.[K+].[K+] (potassium carbonate), C(C)(C)N(CC)C(C)C (diisopropylethyl amine), FC1=CC=C(C(=O)C2CCNCC2)C=C1 (4-(4-fluorobenzoyl)piperidine), [I-].[K+] (potassium iodide). Solvent: CN(C)C=O (DMF). Run at temperature 80 celsius. Yields the product C(C=1C(O)=CC=CC1)(=O)O.FC1=CC=C(C(=O)C2CCN(CC2)CCC2CCC3=C(C(=NO3)C3=C(C=CC=C3)F)C2=O)C=C1 (5-[2-(4-(4-Fluorobenzoyl)-1-piperidinyl)-ethyl]-3-(2-fluorphenyl)-6,7-dihydro-1,2-benzisoxazol-4(5H)-one salicylate). As a reaction SMILES: Cl[CH2:2][CH2:3][CH:4]1[C:19](=[O:20])[C:8]2[C:9]([C:12]3[CH:17]=[CH:16][CH:15]=[CH:14][C:13]=3[F:18])=[N:10][O:11][C:7]=2[CH2:6][CH2:5]1.[C:21](=[O:24])([O-])[O-:22].[K+].[K+].C(N(C(C)C)CC)(C)C.[F:36][C:37]1[CH:50]=[CH:49][C:40]([C:41]([CH:43]2[CH2:48][CH2:47][NH:46][CH2:45][CH2:44]2)=[O:42])=[CH:39][CH:38]=1.[I-].[K+]>CN(C=O)C>[C:21]([OH:22])(=[O:24])[C:6]1[C:7](=[CH:8][CH:19]=[CH:4][CH:5]=1)[OH:11].[F:36][C:37]1[CH:38]=[CH:39][C:40]([C:41]([CH:43]2[CH2:48][CH2:47][N:46]([CH2:2][CH2:3][CH:4]3[C:19](=[O:20])[C:8]4[C:9]([C:12]5[CH:17]=[CH:16][CH:15]=[CH:14][C:13]=5[F:18])=[N:10][O:11][C:7]=4[CH2:6][CH2:5]3)[CH2:45][CH2:44]2)=[O:42])=[CH:49][CH:50]=1 |f:1.2.3,6.7,9.10|. Procedure: To a solution consisting of 5-(2-chloroethyl)-3-(2-fluorophenyl)-6,7-dihydro-1,2-benzisoxazol-4(5H)-one (2.5 g) and DMF (85 ml) was added anhydrous potassium carbonate (0.6 g), diisopropylethyl amine (2.2 ml), 4-(4-fluorobenzoyl)piperidine (2.3 g) and potassium iodide (70 mg) at room temperature with stirring. The flask was flushed with nitrogen and warmed to 80° C. for 19 hours. Upon cooling to room temperature, water and ethyl acetate were added to the reaction mixture. The layers were separat... Starting materials: ClC=1C=C(C(=O)OO)C=CC1 (3-chloroperoxybenzoic acid), C(C)SC=1SC=CC1C1=NC=2C(=NC=C(C2)C(F)(F)F)N1C (2-(2-ethylthiothiophen-3-yl)-3-methyl-6-trifluoromethyl-3H-imidazo[4,5-b]pyridine), C([O-])(O)=O.[Na+] (sodium bicarbonate), S(=S)(=O)([O-])[O-].[Na+].[Na+] (sodium thiosulfate). The solvent is C(Cl)(Cl)Cl (chloroform). Reaction conditions: time 2 hour. Yields the product C(C)S(=O)(=O)C=1SC=CC1C1=NC=2C(=NC=C(C2)C(F)(F)F)N1C (2-(2-ethylsulfonylthiophen-3-yl)-3-methyl-6-trifluoromethyl-3H-imidazo[4,5-b]pyridine). As a reaction SMILES: Cl[C:2]1C=C(C=C[CH:11]=1)C(OO)=O.C(S[C:15]1[S:16][CH:17]=[CH:18][C:19]=1[C:20]1[N:32]([CH3:33])[C:23]2=[N:24][CH:25]=[C:26]([C:28]([F:31])([F:30])[F:29])[CH:27]=[C:22]2[N:21]=1)C.C(=O)(O)[O-].[Na+].[S:39]([O-:43])([O-])(=[O:41])=S.[Na+].[Na+]>C(Cl)(Cl)Cl>[CH2:2]([S:39]([C:15]1[S:16][CH:17]=[CH:18][C:19]=1[C:20]1[N:32]([CH3:33])[C:23]2=[N:24][CH:25]=[C:26]([C:28]([F:31])([F:29])[F:30])[CH:27]=[C:22]2[N:21]=1)(=[O:43])=[O:41])[CH3:11] |f:2.3,4.5.6|. Reported procedure: 0.20 g of 3-chloroperoxybenzoic acid (69 to 75%) was added to a mixture of 0.20 g of 2-(2-ethylthiothiophen-3-yl)-3-methyl-6-trifluoromethyl-3H-imidazo[4,5-b]pyridine and 3 ml of chloroform, under ice cooling, and the mixture was heated to room temperature and stirred for 2 hours. A saturated aqueous sodium bicarbonate solution and a saturated aqueous sodium thiosulfate solution were poured to the reaction mixture, and the mixture was extracted twice with ethyl acetate. The combined organic laye... Starting materials: OC1C2CCCC2CC1 (6-hydroxybicyclo[3,3,0]octane), [Cr](=O)(=O)([O-])Cl.[NH+]1=CC=CC=C1 (pyridinium chlorochromate), C(C)(=O)[O-].[K+] (potassium acetate), C([O-])([O-])=O.[K+].[K+] (potassium carbonate), [Cr](=O)(=O)([O-])Cl.[NH+]1=CC=CC=C1 (pyridinium chlorochromate). Solvent: ClCCl (dichloromethane). Reaction conditions: temperature 20 celsius, time 150 minute. Yields the product C12CCCC2C(CC1)=O (bicyclo[3,3,0]octan-6-one). Reaction SMILES: [OH:1][CH:2]1[CH2:9][CH2:8][CH:7]2[CH:3]1[CH2:4][CH2:5][CH2:6]2.C([O-])(=O)C.[K+].C(=O)([O-])[O-].[K+].[K+].[Cr](Cl)([O-])(=O)=O.[NH+]1C=CC=CC=1>ClCCl>[CH:7]12[CH2:8][CH2:9][C:2](=[O:1])[CH:3]1[CH2:4][CH2:5][CH2:6]2 |f:1.2,3.4.5,6.7|. Procedure: A stirred solution of (E)-2-[(mixture of 3α and 3β)-tert-butyldimethylsilyloxyoct-1-enyl]-6-hydroxybicyclo[3,3,0]octane (430 mg prepared as described in Reference Example 25 and predominantly in the 2β-configuration) in dry dichloromethane (15 ml) was treated with potassium acetate (127 mg), potassium carbonate (110 mg) and pyridinium chlorochromate (561 mg), and the mixture was stirred for 150 minutes at 20° C. A further quantity of pyridinium chlorochromate (120 mg) was then added and the mixt... Reactants: C(C1=CC=CC=C1)OC1=C(C=C(C=C1)C[C@@H](C(=O)OC)NC(=O)OCC1=CC=CC=C1)OC(=O)N1CCCC1 (Pyrrolidine-1-carboxylic acid 2-benzyloxy-5-((S)-2-benzyloxycarbonylamino-2-methoxycarbonyl-ethyl)-phenyl ester), C(C1=CC=CC=C1)Cl (benzyl chloride). The reagents and catalysts are [C].[Pd] (palladium-carbon). The solvent is CO (methanol). Run at time 3 hour. Product: [Cl-].OC1=C(C=C(C=C1)C[C@@H](C(=O)OC)[NH3+])OC(=O)N1CCCC1 ((S)-2-[4-Hydroxy-3-(pyrrolidine-1-carbonyloxy)-phenyl]-1-methoxycarbonyl-ethyl-ammonium chloride). As a reaction SMILES: C([O:8][C:9]1[CH:14]=[CH:13][C:12]([CH2:15][C@H:16]([NH:21]C(OCC2C=CC=CC=2)=O)[C:17]([O:19][CH3:20])=[O:18])=[CH:11][C:10]=1[O:32][C:33]([N:35]1[CH2:39][CH2:38][CH2:37][CH2:36]1)=[O:34])C1C=CC=CC=1.C([Cl:47])C1C=CC=CC=1>CO.[C].[Pd]>[Cl-:47].[OH:8][C:9]1[CH:14]=[CH:13][C:12]([CH2:15][C@H:16]([NH3+:21])[C:17]([O:19][CH3:20])=[O:18])=[CH:11][C:10]=1[O:32][C:33]([N:35]1[CH2:36][CH2:37][CH2:38][CH2:39]1)=[O:34] |f:3.4,5.6|. Procedure details: Pyrrolidine-1-carboxylic acid 2-benzyloxy-5-((S)-2-benzyloxycarbonylamino-2-methoxycarbonyl-ethyl)-phenyl ester (364 mg) was dissolved in methanol (15 ml) containing benzyl chloride (95 mg) and 5% palladium-carbon (50 mg). The mixture was stirred for 3 hours under an atmosphere of hydrogen gas. The catalyst was removed by filtration and washed with methanol. Evaporation of the filtrate gave a gum which was crystallised by trituration with ether. (S)-2-[4-Hydroxy-3-(pyrrolidine-1-carbonyloxy)-phe... Starting materials: N(=O)[O-].[Na+] (sodium nitrite), BrCC(C(C)(C)C)=NO (1-bromo-3,3-dimethyl-2-butanone oxime), O (water). Run in CS(=O)C (dimethyl sulfoxide). Reaction conditions: time 20 hour. The product is CC(C(C[N+](=O)[O-])=NO)(C)C (3,3-Dimethyl-1-nitro-2-butanone oxime). The yield is 29.2%. Reaction SMILES: [N:1]([O-:3])=[O:2].[Na+].Br[CH2:6][C:7](=[N:12][OH:13])[C:8]([CH3:11])([CH3:10])[CH3:9].O>CS(C)=O>[CH3:9][C:8]([CH3:11])([CH3:10])[C:7](=[N:12][OH:13])[CH2:6][N+:1]([O-:3])=[O:2] |f:0.1|. Reported procedure: To a stirred solution of 18.2 g (0.26 m) of sodium nitrite in 130 ml of dimethyl sulfoxide is added, in portions, 29.0 g (0.15 m) of 1-bromo-3,3-dimethyl-2-butanone oxime. A mild exotherm results and external cooling is used to keep the temperature below 27° C. Additional solvent is added to maintain stirrability. After 20 hours stirring, the mixture is poured onto ice and water to give a solid which is collected on a filter. The 10 g of solid, m. 115°-120° C, thus obtained is recrystallized fro... The reactants are [BH3-]C#N, CO, NCC(O)c1cccc(F)c1, [Na+], COC(=O)Cc1ccc(OCC(C)=O)cc1, c1ccccc1. Yields the product COC(=O)Cc1ccc(OCC(C)NCC(O)c2cccc(F)c2)cc1. As a reaction SMILES: [C:34]([BH3-:35])#[N:36].[CH3:38][OH:39].[NH2:1][CH2:2][CH:3]([OH:4])[c:5]1[cH:6][c:7]([F:11])[cH:8][cH:9][cH:10]1.[Na+:37].[O:12]=[C:13]([CH2:14][O:15][c:16]1[cH:17][cH:18][c:19]([CH2:22][C:23](=[O:24])[O:25][CH3:26])[cH:20][cH:21]1)[CH3:27].[cH:28]1[cH:29][cH:30][cH:31][cH:32][cH:33]1>>[NH:1]([CH2:2][CH:3]([OH:4])[c:5]1[cH:6][c:7]([F:11])[cH:8][cH:9][cH:10]1)[CH:13]([CH2:14][O:15][c:16]1[cH:17][cH:18][c:19]([CH2:22][C:23](=[O:24])[O:25][CH3:26])[cH:20][cH:21]1)[CH3:27]. The reactants are C(CC)OC1=C(C=CC=C1)C1=NC(C2=NC=NC2=N1)=O (2-(2-propoxyphenyl)purin-6-one), ClS(=O)(=O)O (chlorosulphonic acid), CN (methylamine). Run in industrial methylated spirit. Product: C(CC)OC1=C(C=C(C=C1)S(NC)(=O)=O)C1=NC(C2=NC=NC2=N1)=O (2-(2-Propoxy-5-methylsulphamoylphenyl)purin-6-one). As a reaction SMILES: [CH2:1]([O:4][C:5]1[CH:10]=[CH:9][CH:8]=[CH:7][C:6]=1[C:11]1[N:19]=[C:18]2[C:14](=[N:15][CH:16]=[N:17]2)[C:13](=[O:20])[N:12]=1)[CH2:2][CH3:3].Cl[S:22]([OH:25])(=O)=[O:23].[CH3:26][NH2:27]>>[CH2:1]([O:4][C:5]1[CH:10]=[CH:9][C:8]([S:22](=[O:25])(=[O:23])[NH:27][CH3:26])=[CH:7][C:6]=1[C:11]1[N:19]=[C:18]2[C:14](=[N:15][CH:16]=[N:17]2)[C:13](=[O:20])[N:12]=1)[CH2:2][CH3:3]. Procedure details: In a similar manner to Example 18 reaction of 2-(2-propoxyphenyl)purin-6-one (0.81 g) with chlorosulphonic acid (4.5 ml), followed by reaction with methylamine in industrial methylated spirit (33%, 50 ml) yielded the title compound, 0.49 g, m.p. 245°-246° C. (recrystallised twice from aqueous ethanol).